Dataset: the Open Reaction Database (ORD), a public repository of structured organic reaction records. Task: describe an organic reaction: reactants, conditions, products, and yield Starting materials: C(=O)C=O (glyoxal), O (water), C(CC)O (1-propanol), OCCCCCCCCCCCCCCN1C=NCC1 (N-(2-hydroxyethyl)laurylimidazoline), [OH-].[Na+] (sodium hydroxide), O (water). Reaction conditions: temperature 80 celsius. The product is C(CCCCCCCCCCC)(=O)NCCN(CC(=O)O)CCO (N-lauroyl-N'-(2-hydroxyethyl)-N'-(carboxymethyl)ethylene-diamine). Isolated yield 85.0%. As a reaction SMILES: OCC[CH2:4][CH2:5][CH2:6][CH2:7][CH2:8][CH2:9][CH2:10][CH2:11][CH2:12][CH2:13][CH2:14][CH2:15][N:16]1[CH2:20][CH2:19][N:18]=[CH:17]1.[OH-:21].[Na+].[CH:23]([CH:25]=[O:26])=O.[CH2:27]([OH:30])CC.[OH2:31]>>[C:15]([NH:16][CH2:20][CH2:19][N:18]([CH2:17][CH2:27][OH:30])[CH2:23][C:25]([OH:26])=[O:31])(=[O:21])[CH2:14][CH2:13][CH2:12][CH2:11][CH2:10][CH2:9][CH2:8][CH2:7][CH2:6][CH2:5][CH3:4] |f:1.2|. Procedure: A solution of N-(2-hydroxyethyl)laurylimidazoline (5 g, 18.7 mmol) and sodium hydroxide pellets (40 mg) in water (1.06 g) is heated at 80° C. for 1 hour. A mixture of glyoxal at a concentration of 40% in water (2.7 g, 18.7 mmol) and 1-propanol (5 g) is then added and the residual solution is heated for 6 hours at 80° C. An assay by capillary electrophoresis indicates a yield of 85% of N-lauroyl-N'-(2-hydroxyethyl)-N'-(carboxymethyl)ethylene-diamine. Reactants: ClC=1C=CC(=C(C1)C1=CC(N(C=C1)C(C(=O)O)CC=1C=NC=CC1)=O)C(F)(F)F (2-{4-[5-chloro-2-(trifluoromethyl)phenyl]-2-oxopyridin-1(2H)-yl}-3-(pyridin-3-yl)propanoic acid), NC1=CC=C(C(=O)OC(C)(C)C)C=C1 (tert-butyl 4-aminobenzoate), ice water. Run in CN(C)C=O (DMF). Product: ClC=1C=CC(=C(C1)C1=CC(N(C=C1)C(C(=O)NC1=CC=C(C(=O)OC(C)(C)C)C=C1)CC=1C=NC=CC1)=O)C(F)(F)F (tert-Butyl 4-{[2-{4-[5-chloro-2-(trifluoromethyl)phenyl]-2-oxopyridin-1(2H)-yl}-3-(pyridin-3-yl)propanoyl]amino}benzoate). Reaction SMILES: [Cl:1][C:2]1[CH:3]=[CH:4][C:5]([C:26]([F:29])([F:28])[F:27])=[C:6]([C:8]2[CH:13]=[CH:12][N:11]([CH:14]([CH2:18][C:19]3[CH:20]=[N:21][CH:22]=[CH:23][CH:24]=3)[C:15](O)=[O:16])[C:10](=[O:25])[CH:9]=2)[CH:7]=1.[NH2:30][C:31]1[CH:43]=[CH:42][C:34]([C:35]([O:37][C:38]([CH3:41])([CH3:40])[CH3:39])=[O:36])=[CH:33][CH:32]=1>CN(C=O)C>[Cl:1][C:2]1[CH:3]=[CH:4][C:5]([C:26]([F:28])([F:27])[F:29])=[C:6]([C:8]2[CH:13]=[CH:12][N:11]([CH:14]([CH2:18][C:19]3[CH:20]=[N:21][CH:22]=[CH:23][CH:24]=3)[C:15]([NH:30][C:31]3[CH:43]=[CH:42][C:34]([C:35]([O:37][C:38]([CH3:39])([CH3:40])[CH3:41])=[O:36])=[CH:33][CH:32]=3)=[O:16])[C:10](=[O:25])[CH:9]=2)[CH:7]=1. Procedure details: 26 mg (purity 92%, 0.06 mmol) of 2-{4-[5-chloro-2-(trifluoromethyl)phenyl]-2-oxopyridin-1(2H)-yl}-3-(pyridin-3-yl)propanoic acid (racemate) and 1.1 eq. of tert-butyl 4-aminobenzoate were reacted according to General Method 5A. The reaction mixture was freed from DMF and the residue was stirred with ice-water. The crystals obtained were filtered off, washed with water and dried under reduced pressure. Yield: 33 mg (purity 94%, 92% of theory) Reactants: C(#N)C=1C=C(CN)C=CC1 (m-Cyanobenzylamine), O (water), ClCCCl (1,2-dichloroethane), aqueous solution, N(=O)[O-].[Na+] (sodium nitrite). Run in C(C)(=O)O (Acetic acid). Yields the product C(C)(=O)OCC1=CC(=CC=C1)C#N (m-cyanobenzyl acetate). Isolated yield 78.0%. As a reaction SMILES: [C:1]([C:3]1[CH:4]=[C:5]([CH:8]=[CH:9][CH:10]=1)[CH2:6][NH2:7])#N.[OH2:11].Cl[CH2:13][CH2:14]Cl.N([O-])=[O:17].[Na+]>C(O)(=O)C>[C:13]([O:17][CH2:1][C:3]1[CH:10]=[CH:9][CH:8]=[C:5]([C:6]#[N:7])[CH:4]=1)(=[O:11])[CH3:14] |f:3.4|. Procedure: m-Cyanobenzylamine (13.2 g), water (18 g), and 1,2-dichloroethane (22 g) were mixed, and the mixture was stirred with cooling with ice. Acetic acid (18 g) was added to the mixture. Subsequently, a 20 wt % aqueous solution (51.8 g) of sodium nitrite was added dropwise to the mixture over a one hour period. The mixture was stirred at the same temperature for four hours. The reaction mixture was subjected to extraction with 1,2-dichloroethane, and the organic solvent was concentrated. Water was add... The reactants are CCN=C=NCCCN(C)C, CC#N, Cl, NC(Cc1cccc(SC(F)(F)F)c1)C(O)c1ccc(F)cc1, O, O, On1nnc2ccccc21, O=C(O)c1cccc2c1C=CCCC2. The product is O=C(NC(Cc1cccc(SC(F)(F)F)c1)C(O)c1ccc(F)cc1)c1cccc2c1C=CCCC2. RXN SMILES: [CH2:39]([N:40]=[C:41]=[N:42][CH2:43][CH2:44][CH2:45][N:46]([CH3:47])[CH3:48])[CH3:49].[CH3:61][C:62]#[N:63].[ClH:38].[NH2:1][CH:2]([CH:3]([OH:4])[c:5]1[cH:6][cH:7][c:8]([F:11])[cH:9][cH:10]1)[CH2:12][c:13]1[cH:14][c:15]([S:19][C:20]([F:21])([F:22])[F:23])[cH:16][cH:17][cH:18]1.[OH2:50].[OH2:64].[OH:51][n:52]1[c:53]2[cH:54][cH:55][cH:56][cH:57][c:58]2[n:59][n:60]1.[c:24]1([C:35](=[O:36])[OH:37])[cH:25][cH:26][cH:27][c:28]2[c:29]1[CH:30]=[CH:31][CH2:32][CH2:33][CH2:34]2>>[NH:1]([CH:2]([CH:3]([OH:4])[c:5]1[cH:6][cH:7][c:8]([F:11])[cH:9][cH:10]1)[CH2:12][c:13]1[cH:14][c:15]([S:19][C:20]([F:21])([F:22])[F:23])[cH:16][cH:17][cH:18]1)[C:35]([c:24]1[cH:25][cH:26][cH:27][c:28]2[c:29]1[CH:30]=[CH:31][CH2:32][CH2:33][CH2:34]2)=[O:36].